This data is from the Open Reaction Database (ORD), a public repository of structured organic reaction records. The task is: describe an organic reaction: reactants, conditions, products, and yield Reactants: C1(=CC=CC=C1)C=1N=CNC1 (4-phenylimidazole), [H-].[Na+] (NaH), IC (iodomethane). The solvent is C1CCOC1 (THF), CCOC(=O)C (EtOAc). Conditions: time 5 minute. Yields the product Intermediate 13.1, CN1C=NC=C1C1=CC=CC=C1 (1-methyl-5-phenyl-1H-imidazole). Isolated yield 30.2%. Reaction SMILES: [C:1]1([C:7]2[N:8]=[CH:9][NH:10][CH:11]=2)[CH:6]=[CH:5][CH:4]=[CH:3][CH:2]=1.[H-].[Na+].I[CH3:15]>C1COCC1.CCOC(C)=O>[CH3:15][N:8]1[C:7]([C:1]2[CH:2]=[CH:3][CH:4]=[CH:5][CH:6]=2)=[CH:11][N:10]=[CH:9]1 |f:1.2|. Procedure details: To a solution of 4-phenylimidazole (500 mg, 3.47 mmol) in 10 mL THF at rt, was added 60% NaH (146 mg, 3.64 mmol). The mixture was stirred at rt for 5 min, then iodomethane (238 μL, 3.82 mmol) was added. The mixture was stirred at rt for 30 min, then was diluted with EtOAc. The organic phase was washed with H2O and brine, dried (Na2SO4) and concentrated. The crude residue was purified by flash chromatography (column #1: 0 to 10% MeOH/CH2Cl2 gradient, column #2: 1 to 2 to 5% MeOH/EtOAc, stepwise g... The reactants are BrC1=CN=C(S1)NC(N(C1CCOCC1)C1CCC(CC1)C)=O (3-(5-Bromo-thiazol-2-yl)-1-(4-methyl-cyclohexyl)-1-(tetrahydro-pyran-4-yl)-urea), C(C)OC(=O)C=1N(C(=NC1)S)C (2-mercapto-3-methyl-3H-imidazole-4-carboxylic acid ethyl ester). Yields the product C(C)OC(=O)C=1N(C(=NC1)SC1=CN=C(S1)NC(=O)N(C1CCOCC1)C1CCC(CC1)C)C (3-Methyl-2-{2-[3-(4-methyl-cyclohexyl)-3-(tetrahydro-pyran-4-yl)-ureido]-thiazol-5-ylsulfanyl}-3H-imidazole-4-carboxylic acid ethyl ester). As a reaction SMILES: Br[C:2]1[S:6][C:5]([NH:7][C:8](=[O:23])[N:9]([CH:16]2[CH2:21][CH2:20][CH:19]([CH3:22])[CH2:18][CH2:17]2)[CH:10]2[CH2:15][CH2:14][O:13][CH2:12][CH2:11]2)=[N:4][CH:3]=1.[CH2:24]([O:26][C:27]([C:29]1[N:30]([CH3:35])[C:31]([SH:34])=[N:32][CH:33]=1)=[O:28])[CH3:25]>>[CH2:24]([O:26][C:27]([C:29]1[N:30]([CH3:35])[C:31]([S:34][C:2]2[S:6][C:5]([NH:7][C:8]([N:9]([CH:16]3[CH2:21][CH2:20][CH:19]([CH3:22])[CH2:18][CH2:17]3)[CH:10]3[CH2:15][CH2:14][O:13][CH2:12][CH2:11]3)=[O:23])=[N:4][CH:3]=2)=[N:32][CH:33]=1)=[O:28])[CH3:25]. Procedure details: Prepared as described in general procedure (E) using 3-(5-bromo-thiazol-2-yl)-1-(4-methyl-cyclohexyl)-1-(tetrahydro-pyran-4-yl)-urea (Example 203) and 2-mercapto-3-methyl-3H-imidazole-4-carboxylic acid ethyl ester.